Dataset: the Open Reaction Database (ORD), a public repository of structured organic reaction records. Task: describe an organic reaction: reactants, conditions, products, and yield The product is O=C1CC(CCCC2(c3ccccc3)OCCO2)=NN1. As a reaction SMILES: [CH2:29]1[O:30][CH2:31][CH2:32][CH2:33]1.[NH2:27][NH2:28].[O:1]=[C:2]([CH2:3][C:4](=[O:5])[NH:6][c:7]1[cH:8][cH:9][cH:10][cH:11][cH:12]1)[CH2:13][CH2:14][CH2:15][C:16]1([c:21]2[cH:22][cH:23][cH:24][cH:25][cH:26]2)[O:17][CH2:18][CH2:19][O:20]1>>[C:2]1([CH2:13][CH2:14][CH2:15][C:16]2([c:21]3[cH:22][cH:23][cH:24][cH:25][cH:26]3)[O:17][CH2:18][CH2:19][O:20]2)=[N:27][NH:6][C:4](=[O:5])[CH2:3]1. Starting materials: C1CCOC1, NN, O=C(CCCC1(c2ccccc2)OCCO1)CC(=O)Nc1ccccc1. Reactants: C(C)(C)(C)C(=O)NC1=NC=CC(=C1SC)C (2-tert-butylcarbonylamino-3-methylthio-4-picoline). The solvent is Cl (HCl), O (water). Yields the product NC1=NC=CC(=C1SC)C (2-Amino-3-methlthio-4-picoline). Isolated yield 89.2%. As a reaction SMILES: C(C([NH:7][C:8]1[C:13]([S:14][CH3:15])=[C:12]([CH3:16])[CH:11]=[CH:10][N:9]=1)=O)(C)(C)C>Cl.O>[NH2:7][C:8]1[C:13]([S:14][CH3:15])=[C:12]([CH3:16])[CH:11]=[CH:10][N:9]=1. Reported procedure: A solution of 2-tert-butylcarbonylamino-3-methylthio-4-picoline (Step B, 260 mg) in 2 N HCl (5 mL) was heated at reflux for 10 hrs. after cooling to room temperature, the mixture was diluted with water and the aqueous layer was washed with ether. The combined organic layers were discarded and the aqueous layer was neutralized to pH=7 with saturated sodium carbonate. The aqueous layer then was extracted with ether, dried over sodium sulfate, and concentrated in vacuo to afford the title compound ...